This data is from the Open Reaction Database (ORD), a public repository of structured organic reaction records. The task is: describe an organic reaction: reactants, conditions, products, and yield The reactants are Cl, O=N[O-], NC(CCC(=O)NC(CS)C(=O)NCC(=O)O)C(=O)O, [Na+], O. RXN SMILES: [ClH:21].[N:22](=[O:23])[O-:24].[NH2:1][CH:2]([C:3](=[O:4])[OH:5])[CH2:6][CH2:7][C:8](=[O:9])[NH:10][CH:11]([CH2:12][SH:13])[C:14](=[O:15])[NH:16][CH2:17][C:18](=[O:19])[OH:20].[Na+:25].[OH2:26]>>[NH2:1][CH:2]([C:3](=[O:4])[OH:5])[CH2:6][CH2:7][C:8](=[O:9])[NH:10][CH:11]([CH2:12][S:13][N:22]=[O:23])[C:14](=[O:15])[NH:16][CH2:17][C:18](=[O:19])[OH:20]. Product: NC(CCC(=O)NC(CSN=O)C(=O)NCC(=O)O)C(=O)O. The reactants are N[C@@H]1CN(CC1)C(=O)OC(C)(C)C (tert-butyl (3S)-3-aminopyrrolidine-1-carboxylate), C1(CCCCC1)=O (cyclohexanone). Product: C1(CCCCC1)N[C@@H]1CN(CC1)C(=O)OC(C)(C)C (tert-Butyl (3S)-3-(cyclohexylamino)pyrrolidine-1-carboxylate). As a reaction SMILES: [NH2:1][C@H:2]1[CH2:6][CH2:5][N:4]([C:7]([O:9][C:10]([CH3:13])([CH3:12])[CH3:11])=[O:8])[CH2:3]1.[C:14]1(=O)[CH2:19][CH2:18][CH2:17][CH2:16][CH2:15]1>>[CH:14]1([NH:1][C@H:2]2[CH2:6][CH2:5][N:4]([C:7]([O:9][C:10]([CH3:13])([CH3:12])[CH3:11])=[O:8])[CH2:3]2)[CH2:19][CH2:18][CH2:17][CH2:16][CH2:15]1. Reported procedure: tert-butyl (3S)-3-(cyclohexylamino)pyrrolidine-1-carboxylate was prepared by a method similar to that described in preparation 1 using tert-butyl (3S)-3-aminopyrrolidine-1-carboxylate and cyclohexanone to yield the desired product, 5.9 g (82%). The product is CC1CC2C(=NNC2C2=CC=NC=C2)C2=CC=CC=C12 (5-methyl-3-(4-pyridyl)-3,3a,4,5-tetrahydro-2H-naphtho[1,2-c]Pyrazole). Reactants: N1=CC=C(C=C1)C=C1C(C2=CC=CC=C2C(C1)C)=O (2-(4-pyridylmethylene)-3,4-dihydro-4-methyl-1 (2H)-naphthalenone), NN (hydrazine), C(Cl)(Cl)Cl (chlorform). As a reaction SMILES: [N:1]1[CH:6]=[CH:5][C:4]([CH:7]=[C:8]2[CH2:17][CH:16]([CH3:18])[C:15]3[C:10](=[CH:11][CH:12]=[CH:13][CH:14]=3)[C:9]2=O)=[CH:3][CH:2]=1.[NH2:20][NH2:21].C(Cl)(Cl)Cl>C(O)C>[CH3:18][CH:16]1[C:15]2[C:10](=[CH:11][CH:12]=[CH:13][CH:14]=2)[C:9]2=[N:20][NH:21][CH:7]([C:4]3[CH:5]=[CH:6][N:1]=[CH:2][CH:3]=3)[CH:8]2[CH2:17]1. Procedure: To a mixture of 25 grams of 2-(4-pyridylmethylene)-3,4-dihydro-4-methyl-1 (2H)-naphthalenone and 5 grams of hydrazine in 150 ml of ethanol is added sufficient chlorform to dissolve all the reactants. The solution is refluxed overnight under anhydrous conditions. After cooling, the reaction mixture is filtered and the solvent removed by evaporation to yield 5-methyl-3-(4-pyridyl)-3,3a,4,5-tetrahydro-2H-naphtho[1,2-c]Pyrazole. This is chromatographed on silica using benzene as the eluant to yield ... Solvent: C(C)O (ethanol). Starting materials: C(C)(=O)OC=1C=C2CCC(NC2=C(C1)F)=O (8-fluoro-2-oxo-1,2,3,4-tetrahydroquinolin-6-yl acetate), C(#N)C1=C(C(=O)C(=C(C1=O)Cl)Cl)C#N (DDQ), resultant solution. Run in C1(=CC=CC=C1)C (toluene). Product: C(C)(=O)OC=1C=C2C=CC(=NC2=C(C1)F)O (8-fluoro-2-hydroxyquinolin-6-yl acetate). Yield: 77.3%. As a reaction SMILES: [C:1]([O:4][C:5]1[CH:6]=[C:7]2[C:12](=[C:13]([F:15])[CH:14]=1)[NH:11][C:10](=[O:16])[CH2:9][CH2:8]2)(=[O:3])[CH3:2].C(C1C(=O)C(Cl)=C(Cl)C(=O)C=1C#N)#N>C1(C)C=CC=CC=1>[C:1]([O:4][C:5]1[CH:6]=[C:7]2[C:12](=[C:13]([F:15])[CH:14]=1)[N:11]=[C:10]([OH:16])[CH:9]=[CH:8]2)(=[O:3])[CH3:2]. Reported procedure: To a solution of 8-fluoro-2-oxo-1,2,3,4-tetrahydroquinolin-6-yl acetate (718 mg) in toluene (8 mL) was added DDQ (1.2 g). The resultant solution was heated at 70° C. over 48 h. After aqueous work-up with EtOAc, the crude product was purified by a flash silica column chromatography to afford the pure product (550 mg) as a colorless solid. RXN SMILES: [CH3:15][c:16]1[cH:17][cH:18][cH:19][cH:20][cH:21]1.[Cl:5][c:6]1[c:7]([CH3:14])[c:8]([CH2:12][OH:13])[cH:9][cH:10][cH:11]1.[P:1]([Br:2])([Br:3])[Br:4]>>[Br:2][CH2:12][c:8]1[c:7]([CH3:14])[c:6]([Cl:5])[cH:11][cH:10][cH:9]1. Yields the product Cc1c(Cl)cccc1CBr. Starting materials: Cc1ccccc1, Cc1c(Cl)cccc1CO, BrP(Br)Br. Reactants: ClC1=NC(=NC(=N1)NCC)NC(C)C (2-chloro-4-ethylamino-6-isopropylamino-s-triazine), CSC1=NC(=NC(=N1)NC(C)C)NC(C)C (2-methylmercapto-4,6-bis(isopropylamino)-s-triazine), CSC1=NC(=NC(=N1)NCCOC)NC(C)C (2-methylmercapto-4-(2-methoxyethylamino)-6-isopropylamino-s-triazine), ClC1=NC(=NC(=N1)NCC)NCCCOC (2-chloro-4-ethylamino-6-(3-methoxy-n-propylamino)-s-triazine), ClC1=NC(=NC(=N1)NC(C)C)NC(C)C (2-chloro-4,6-bis(isopropylamino)-s-triazine), NN1C(=NN=C(C1=O)C(C)(C)C)SC (4-amino-6-(t-butyl)-3-(methylthio)-1,2,4-triazine-5(4H)-one), COC1=NC(=NC(=N1)NCC)NC(C)C (2-methoxy-4-ethylamino-6-isopropylamino-s-triazine), CSC1=NC(=NC(=N1)NCC)NC(C)C (2-methylmercapto-4-ethylamino-6-isopropylamino-s-triazine), ClC1=NC(=NC(=N1)N(CCC)OC)N(CCC)OC (2-chloro-4,6-bis(methoxy-n-propylamino)-s-triazine), COC1=NC(=NC(=N1)NC(C)C)NC(C)C (2-methoxy-4,6-bis(isopropylamino)-s-triazine), 2-methylmercapto-4,6-bis(ethylamino)-2-triazine. The product is ClC1=NC(=NC(=N1)NCC)NCC (2-chloro-4,6-bis(ethylamino)-s-triazine). RXN SMILES: [Cl:1][C:2]1[N:7]=[C:6]([NH:8][CH2:9][CH3:10])[N:5]=[C:4]([NH:11][CH:12](C)[CH3:13])[N:3]=1.ClC1N=C(N(OC)CCC)N=C(N(OC)CCC)N=1.COC1N=C(NC(C)C)N=C(NC(C)C)N=1.ClC1N=C(NCC)N=C(NCCCOC)N=1.CSC1N=C(NC(C)C)N=C(NC(C)C)N=1.CSC1N=C(NCC)N=C(NC(C)C)N=1.ClC1N=C(NC(C)C)N=C(NC(C)C)N=1.COC1N=C(NCC)N=C(NC(C)C)N=1.CSC1N=C(NCCOC)N=C(NC(C)C)N=1.NN1C(=O)C(C(C)(C)C)=NN=C1SC>>[Cl:1][C:2]1[N:3]=[C:4]([NH:11][CH2:12][CH3:13])[N:5]=[C:6]([NH:8][CH2:9][CH3:10])[N:7]=1. Reported procedure: 2-chloro-4-ethylamino-6-isopropylamino-s-triazine; 2-chloro-4,6-bis(methoxy-n-propylamino)-s-triazine; 2-methoxy-4,6-bis(isopropylamino)-s-triazine; 2-chloro-4-ethylamino-6-(3-methoxy-n-propylamino)-s-triazine; 2-methylmercapto-4,6-bis(isopropylamino)-s-triazine; 2-methylmercapto-4,6-bis(ethylamino)-2-triazine; 2-methylmercapto-4-ethylamino-6-isopropylamino-s-triazine; 2-chloro-4,6-bis(isopropylamino)-s-triazine; 2-methoxy-4-ethylamino-6-isopropylamino-s-triazine; 2-methylmercapto-4-(2-methoxyet... The reactants are C1CCNCC1, Cc1ccc(S(=O)(=O)N2C=CNC(=O)C2CC(=O)NCCc2ccc(CCl)cc2)cc1, ClCCl. Yields the product Cc1ccc(S(=O)(=O)N2C=CNC(=O)C2CC(=O)NCCc2ccc(CN3CCCCC3)cc2)cc1. Reaction SMILES: [CH2:32]1[CH2:33][CH2:34][NH:35][CH2:36][CH2:37]1.[Cl:1][CH2:2][c:3]1[cH:4][cH:5][c:6]([CH2:9][CH2:10][NH:11][C:12]([CH2:13][CH:14]2[N:15]([S:21](=[O:22])(=[O:23])[c:24]3[cH:25][cH:26][c:27]([CH3:30])[cH:28][cH:29]3)[CH:16]=[CH:17][NH:18][C:19]2=[O:20])=[O:31])[cH:7][cH:8]1.[Cl:38][CH2:39][Cl:40]>>[CH2:2]([c:3]1[cH:4][cH:5][c:6]([CH2:9][CH2:10][NH:11][C:12]([CH2:13][CH:14]2[N:15]([S:21](=[O:22])(=[O:23])[c:24]3[cH:25][cH:26][c:27]([CH3:30])[cH:28][cH:29]3)[CH:16]=[CH:17][NH:18][C:19]2=[O:20])=[O:31])[cH:7][cH:8]1)[N:35]1[CH2:34][CH2:33][CH2:32][CH2:37][CH2:36]1. The reactants are C1(CCCCC1)=O (cyclohexanone), CN(C)C=O (DMF), P(=O)(Cl)(Cl)Cl (phosphorus oxychloride), [OH-].[Na+] (NaOH). Run in C1(=CC=CC=C1)C (toluene), O (H2O). Conditions: time 8 hour. Product: ClC1=C(CCCC1)C=O (2-Chloro-cyclohex-1-enecarbaldehyde). RXN SMILES: [C:1]1(=O)[CH2:6][CH2:5][CH2:4][CH2:3][CH2:2]1.CN([CH:11]=[O:12])C.P(Cl)(Cl)([Cl:15])=O.[OH-].[Na+]>C1(C)C=CC=CC=1.O>[Cl:15][C:1]1[CH2:6][CH2:5][CH2:4][CH2:3][C:2]=1[CH:11]=[O:12] |f:3.4|. Procedure: To a solution of cyclohexanone (1.34 g, 13.6 mmol) in toluene at room temperature was added DMF (1.58 mL, 20.5 mmol) and phosphorus oxychloride (1.88 mL, 20.5 mmol). The reaction was stirred overnight at room temperature, and then diluted with H2O and stirred for 30 minutes. 4N Aqueous NaOH (10 mL) was added, and the mixture was extracted with EtOAc. The combined organic layers were washed with saturated aqueous NH4Cl, dried over MgSO4, filtered, and concentrated to give the title compound. The reactants are CC1(C)OCC(C(=O)NCc2ccccc2)O1, CC(=O)O. The product is O=C(NCc1ccccc1)C(O)CO. RXN SMILES: [CH2:1]([c:2]1[cH:3][cH:4][cH:5][cH:6][cH:7]1)[NH:8][C:9](=[O:10])[CH:11]1[O:12][C:13]([CH3:16])([CH3:17])[O:14][CH2:15]1.[CH3:18][C:19](=[O:20])[OH:21]>>[CH2:1]([c:2]1[cH:3][cH:4][cH:5][cH:6][cH:7]1)[NH:8][C:9](=[O:10])[CH:11]([OH:12])[CH2:15][OH:14].